This data is from the Open Reaction Database (ORD), a public repository of structured organic reaction records. The task is: describe an organic reaction: reactants, conditions, products, and yield Product: CN1N=C(N=C1C1=NC=CC=C1)C1=CC=NC=C1 (1-methyl-3-(4-pyridyl)-5-(2-pyridyl)-1,2,4-triazole). Reported procedure: To 2-cyanopyridine (2 g.) in methanol (30 ml.) is added sodium (0.1 g.). The solution is allowed to stand 0.5 hours at ambient temperature and is then added to a solution of 1-methyl-2-isonicotinoylhydrazine (3 g.) in methanol (50 ml.). The solution is heated at reflux 4 hours and concentrated to a gum. After chromatography on silica gel and recrystallization from acetonitrile-water 450 mg. of 1-methyl-3-(4-pyridyl)-5-(2-pyridyl)-1,2,4-triazole are obtained, melting at 145°-146° C. Conditions: time 0.5 hour. RXN SMILES: [C:1]([C:3]1[CH:8]=[CH:7][CH:6]=[CH:5][N:4]=1)#[N:2].[Na].[CH3:10][NH:11][NH:12][C:13](=O)[C:14]1[CH:19]=[CH:18][N:17]=[CH:16][CH:15]=1>CO>[CH3:10][N:11]1[C:1]([C:3]2[CH:8]=[CH:7][CH:6]=[CH:5][N:4]=2)=[N:2][C:13]([C:14]2[CH:19]=[CH:18][N:17]=[CH:16][CH:15]=2)=[N:12]1 |^1:8|. Reactants: C(#N)C1=NC=CC=C1 (2-cyanopyridine), [Na] (sodium), CNNC(C1=CC=NC=C1)=O (1-methyl-2-isonicotinoylhydrazine). Solvent: CO (methanol), CO (methanol). Starting materials: N1=CC=CC=C1 (pyridine), N1C=C(C2=CC=CC=C12)CCN1CCC(CC1)NC(=O)N (1-[1-(2-[3-indolyl]ethyl)piperid-4-yl]urea), C1(CCCCC1)C(=O)Cl (cyclohexanoyl chloride). Solvent: C1=CC=CC=C1 (benzene). Product: C1(CCCCC1)C(=O)NC(=O)NC1CCN(CC1)CCC1=CNC2=CC=CC=C12 (1-Cyclohexanoyl-3-[1-(2-[3-indolyl]ethyl)piperid-4-yl]urea). As a reaction SMILES: [NH:1]1[C:9]2[C:4](=[CH:5][CH:6]=[CH:7][CH:8]=2)[C:3]([CH2:10][CH2:11][N:12]2[CH2:17][CH2:16][CH:15]([NH:18][C:19]([NH2:21])=[O:20])[CH2:14][CH2:13]2)=[CH:2]1.N1C=CC=CC=1.[CH:28]1([C:34](Cl)=[O:35])[CH2:33][CH2:32][CH2:31][CH2:30][CH2:29]1>C1C=CC=CC=1>[CH:28]1([C:34]([NH:21][C:19]([NH:18][CH:15]2[CH2:14][CH2:13][N:12]([CH2:11][CH2:10][C:3]3[C:4]4[C:9](=[CH:8][CH:7]=[CH:6][CH:5]=4)[NH:1][CH:2]=3)[CH2:17][CH2:16]2)=[O:20])=[O:35])[CH2:33][CH2:32][CH2:31][CH2:30][CH2:29]1. Reported procedure: To a suspension of 1-[1-(2-[3-indolyl]ethyl)piperid-4-yl]urea (0.35 g) in dry benzene (2 ml) was added anhydrous pyridine (0.12 g) and then cyclohexanoyl chloride (0.18 g). After refluxing the mixture for 2 for hours, the title compound was filtered off, washed, dried and converted in ethanolic hydrogen chloride to the hydrochloride (0.52 g) m.p. 236.3° C.